Dataset: the Open Reaction Database (ORD), a public repository of structured organic reaction records. Task: describe an organic reaction: reactants, conditions, products, and yield Solvent: C(Cl)(Cl)Cl (chloroform), C(C)N(CC)CC (triethylamine). Yields the product CC(=O)NCCC(=O)N[C@@H](CC1=CN=CN1)C(=O)O (N-acetyl-L-carnosine). Procedure: 5.24 Grams of 3-acetylaminopropionic acid was dissolved in a mixed solvent of 25 ml of chloroform and 4.04 g of triethylamine. To the solution which was stirred keeping the temperature below -5° C., was added 6.83 g of isobutyl chloroformate. After stirring for additional 20 minutes at room temperature, the resultant solution and 20 ml of 2 N aqueous sodium hydroxide solution were simultaneously added dropwise to 45 ml of aqueous solution containing 3.10 g of histidine which has been adjusted to... The reactants are resultant solution, [OH-].[Na+] (sodium hydroxide), aqueous solution, C(C)(=O)NCCC(=O)O (3-acetylaminopropionic acid), ClC(=O)OCC(C)C (isobutyl chloroformate), N[C@@H](CC1=CNC=N1)C(=O)O (histidine). Reaction SMILES: [C:1]([NH:4][CH2:5][CH2:6][C:7]([OH:9])=O)(=[O:3])[CH3:2].ClC(OCC(C)C)=O.[OH-].[Na+].[NH2:20][C@H:21]([C:28]([OH:30])=[O:29])[CH2:22][C:23]1[N:27]=[CH:26][NH:25][CH:24]=1>C(Cl)(Cl)Cl.C(N(CC)CC)C>[CH3:2][C:1]([NH:4][CH2:5][CH2:6][C:7]([NH:20][C@H:21]([C:28]([OH:30])=[O:29])[CH2:22][C:23]1[NH:27][CH:26]=[N:25][CH:24]=1)=[O:9])=[O:3] |f:2.3|. The reactants are O (water), C(C)(=O)N[C@H](C(=O)OCCC)CCl ((R)-propyl 2-acetamido-3-chloropropanoate), CN(CC)C (dimethylethylamine), N1(CCCC1)C1=CCCC1 (1-pyrrolidino-1-cyclopentene). Run in C(C)#N (acetonitrile). Reaction conditions: temperature 20 celsius, time 21 hour. The product is C(C)(=O)NC(C(=O)OCCC)CC1C(CCC1)=O (propyl 2-acetamido-3-(2-oxocyclopentyl)propanoate). Isolated yield 87.0%. RXN SMILES: [C:1]([NH:4][C@@H:5]([CH2:12]Cl)[C:6]([O:8][CH2:9][CH2:10][CH3:11])=[O:7])(=[O:3])[CH3:2].N1([C:19]2[CH2:23][CH2:22][CH2:21][CH:20]=2)CCCC1.CN(C)CC.[OH2:29]>C(#N)C>[C:1]([NH:4][CH:5]([CH2:12][CH:20]1[CH2:21][CH2:22][CH2:23][C:19]1=[O:29])[C:6]([O:8][CH2:9][CH2:10][CH3:11])=[O:7])(=[O:3])[CH3:2]. Procedure: (R)-propyl 2-acetamido-3-chloropropanoate (2.50 g, 12.0 mmol) was dissolved in acetonitrile (25 mL) and 1-pyrrolidino-1-cyclopentene (2.27 mL, 2.14 g, 15.6 mmol) was added. While the reaction was kept at 20° C., dimethylethylamine (1.70 mL, 1.14 g, 15.6 mmol) was added via an addition funnel during 10 min. The homogeneous reaction was stirred at 20° C. for 21 h. Then, water (0.50 mL) was added and the reaction was further stirred for 2.5 h. The solvents were removed in vacuo at 50° C. and the re... The reactants are [N+](=O)([O-])C1=C2C=CC(=NC2=CC=C1)Cl (5-nitro-2-chloroquinoline), FC=1C=C2CCC(C2=CC1)N ((RS)-5-fluoro-indane-1-ylamine). Yields the product FC=1C=C2CCC(C2=CC1)NC1=NC=2C=CC=C(C2C=C1)N (rac-N2-[5-Fluoro-indan-1-yl]-quinoline-2,5-diamine). As a reaction SMILES: [N+:1]([C:4]1[CH:13]=[CH:12][CH:11]=[C:10]2[C:5]=1[CH:6]=[CH:7][C:8](Cl)=[N:9]2)([O-])=O.[F:15][C:16]1[CH:17]=[C:18]2[C:22](=[CH:23][CH:24]=1)[CH:21]([NH2:25])[CH2:20][CH2:19]2>>[F:15][C:16]1[CH:17]=[C:18]2[C:22](=[CH:23][CH:24]=1)[CH:21]([NH:25][C:8]1[CH:7]=[CH:6][C:5]3[C:4]([NH2:1])=[CH:13][CH:12]=[CH:11][C:10]=3[N:9]=1)[CH2:20][CH2:19]2. Procedure: The title compound, light yellow foam, MS: m/e=294.1 (M+H+), was prepared in accordance with the general method of example 16 from 5-nitro-2-chloroquinoline (example 16, CAS 13067-94-2) and commercially available (RS)-5-fluoro-indane-1-ylamine.